This data is from the Open Reaction Database (ORD), a public repository of structured organic reaction records. The task is: describe an organic reaction: reactants, conditions, products, and yield Reactants: [Br-], CC[Mg+], ClCCl, CON(C)C(=O)C1(C(F)(F)F)CC1, [Cl-], Cc1nc(I)cn1C(c1ccccc1)(c1ccccc1)c1ccccc1, [NH4+]. Product: Cc1nc(C(=O)C2(C(F)(F)F)CC2)cn1C(c1ccccc1)(c1ccccc1)c1ccccc1. As a reaction SMILES: [Br-:1].[CH2:2]([Mg+:3])[CH3:4].[CH2:46]([Cl:47])[Cl:48].[CH3:31][O:32][N:33]([C:34](=[O:35])[C:36]1([C:39]([F:40])([F:41])[F:42])[CH2:37][CH2:38]1)[CH3:43].[Cl-:44].[I:5][c:6]1[n:7][c:8]([CH3:30])[n:9]([C:11]([c:12]2[cH:13][cH:14][cH:15][cH:16][cH:17]2)([c:18]2[cH:19][cH:20][cH:21][cH:22][cH:23]2)[c:24]2[cH:25][cH:26][cH:27][cH:28][cH:29]2)[cH:10]1.[NH4+:45]>>[c:6]1([C:34](=[O:35])[C:36]2([C:39]([F:40])([F:41])[F:42])[CH2:37][CH2:38]2)[n:7][c:8]([CH3:30])[n:9]([C:11]([c:12]2[cH:13][cH:14][cH:15][cH:16][cH:17]2)([c:18]2[cH:19][cH:20][cH:21][cH:22][cH:23]2)[c:24]2[cH:25][cH:26][cH:27][cH:28][cH:29]2)[cH:10]1. Reactants: ClC=1N=C(C2=C(N1)C(CC2)C2=CC=C(C=C2)F)Cl (2,4-dichloro-7-(4-fluorophenyl)-6,7-dihydro-5H-cyclopenta[d]pyrimidine), OCCCN (3-hydroxypropan-1-amine). Product: ClC=1N=C(C2=C(N1)C(CC2)C2=CC=C(C=C2)F)NCCCO (3-(2-chloro-7-(4-fluorophenyl)-6,7-dihydro-5H-cyclopenta[d]pyrimidin-4-ylamino)propan-1-ol). As a reaction SMILES: [Cl:1][C:2]1[N:3]=[C:4](Cl)[C:5]2[CH2:10][CH2:9][CH:8]([C:11]3[CH:16]=[CH:15][C:14]([F:17])=[CH:13][CH:12]=3)[C:6]=2[N:7]=1.[OH:19][CH2:20][CH2:21][CH2:22][NH2:23]>>[Cl:1][C:2]1[N:3]=[C:4]([NH:23][CH2:22][CH2:21][CH2:20][OH:19])[C:5]2[CH2:10][CH2:9][CH:8]([C:11]3[CH:16]=[CH:15][C:14]([F:17])=[CH:13][CH:12]=3)[C:6]=2[N:7]=1. Procedure: 2,4-dichloro-7-(4-fluorophenyl)-6,7-dihydro-5H-cyclopenta[d]pyrimidine (Preparation H) was reacted as described in Preparation Hr with 3-hydroxypropan-1-amine to afford 3-(2-chloro-7-(4-fluorophenyl)-6,7-dihydro-5H-cyclopenta[d]pyrimidin-4-ylamino)propan-1-ol (Preparation Hv). LC-MS (M+H)+=322.1. 1H NMR (500 MHz, CDCl3) δ ppm 7.08 (2H, dd, J=8.55, 5.49 Hz), 6.97 (2H, t, J=8.70 Hz), 5.18 (1H, br. s.), 4.22-4.27 (1H, m), 3.66-3.75 (4H, m), 3.18 (1H, br. s.), 2.60-2.77 (3H, m), 2.02-2.12 (1H, m), 1... Starting materials: COc1ccc(C(=O)Nc2ccc(C(=O)O)cc2)cc1C12CC3CC(CC(C3)C1)C2, C1CCOC1, C1CCC(NC2CCCCC2)CC1, O=S(Cl)Cl. Product: COc1ccc(C(=O)Nc2ccc(C(=O)O)cc2)cc1C12CC3CC(CC(C3)C1)C2, [Cl-]. As a reaction SMILES: [C:1]12([c:11]3[cH:12][c:13]([C:14](=[O:15])[NH:16][c:17]4[cH:18][cH:19][c:20]([C:21](=[O:22])[OH:23])[cH:24][cH:25]4)[cH:26][cH:27][c:28]3[O:29][CH3:30])[CH2:2][CH:3]3[CH2:4][CH:5]([CH2:6][CH:7]([CH2:8]1)[CH2:9]3)[CH2:10]2.[CH2:48]1[O:49][CH2:50][CH2:51][CH2:52]1.[CH:31]1([NH:32][CH:33]2[CH2:34][CH2:35][CH2:36][CH2:37][CH2:38]2)[CH2:39][CH2:40][CH2:41][CH2:42][CH2:43]1.[S:44]([Cl:45])([Cl:46])=[O:47]>>[C:1]12([c:11]3[cH:12][c:13]([C:14](=[O:15])[NH:16][c:17]4[cH:18][cH:19][c:20]([C:21](=[O:22])[OH:23])[cH:24][cH:25]4)[cH:26][cH:27][c:28]3[O:29][CH3:30])[CH2:2][CH:3]3[CH2:4][CH:5]([CH2:6][CH:7]([CH2:8]1)[CH2:9]3)[CH2:10]2.[Cl-:46]. Solvent: CC(=O)N(C)C (DMA), CC(=O)N(C)C (DMA). As a reaction SMILES: [CH3:1][O:2][CH2:3][C:4]([OH:6])=O.O=S(Cl)Cl.[CH3:11][NH:12][C:13]1[C:14]([I:27])=[C:15]([C:24]([Cl:26])=[O:25])[C:16]([I:23])=[C:17]([C:21]=1[I:22])[C:18]([Cl:20])=[O:19]>CC(N(C)C)=O>[CH3:1][O:2][CH2:3][C:4]([N:12]([C:13]1[C:21]([I:22])=[C:17]([C:18]([Cl:20])=[O:19])[C:16]([I:23])=[C:15]([C:14]=1[I:27])[C:24]([Cl:26])=[O:25])[CH3:11])=[O:6]. Product: COCC(=O)N(C)C=1C(=C(C(=C(C(=O)Cl)C1I)I)C(=O)Cl)I (5-(N-Methoxyacetyl-N-methylamino)-2,4,6-triiodoisophthalic Acid Dichloride). Procedure details: 30 ml. (400 mmol) of methoxyacetic acid is dissolved in 100 ml. of DMA, cooled to 0° C., and 29 ml. (400 mmol) of SOCl2 is added dropwise. The mixture is stirred for 30 minutes at this temperature, a solution of 61 g. (100 mmol) of 5-methylamino-2,4,6-triiodoisophthalic acid dichloride in 200 ml. of DMA is added dropwise thereto, and the reaction solution is stirred for 20 hours at room temperature. Then, the solution is stirred into 4 l. of water, the precipitate is vacuum-filtered, dissolved i... Conditions: time 30 minute. Reactants: COCC(=O)O (methoxyacetic acid), O=S(Cl)Cl (SOCl2), CNC=1C(=C(C(=C(C(=O)Cl)C1I)I)C(=O)Cl)I (5-methylamino-2,4,6-triiodoisophthalic acid dichloride). Yields the product COC(C(C)(C)[C@@H]1CC[C@H](CC1)N=[N+]=[N-])=O (trans-2-(4-Azido-cyclohexyl)-2-methyl-propionic acid methyl ester). Solvent: CN(C=O)C (N,N-dimethylformamide), O (water). Procedure: Sodium azide (0.761 g) is added to a solution of 0.898 g of cis-2-(4-methanesulfonyloxy-cyclohexyl)-2-methyl-propionic acid methyl ester in 7 ml of N,N-dimethylformamide. The reaction mixture is warmed to 100° C. for 16 hours. The mixture is cooled to room temperature, diluted with 20 ml of water and extracted with tert-butyl methyl ether (3×30 ml). The combined organic phases are washed with brine (20 ml), dried over sodium sulphate and concentrated by evaporation. The title compound is identif... Starting materials: [N-]=[N+]=[N-].[Na+] (Sodium azide), COC(C(C)(C)[C@@H]1CC[C@@H](CC1)OS(=O)(=O)C)=O (cis-2-(4-methanesulfonyloxy-cyclohexyl)-2-methyl-propionic acid methyl ester). Conditions: temperature 100 celsius. Reaction SMILES: [N-:1]=[N+:2]=[N-:3].[Na+].[CH3:5][O:6][C:7](=[O:22])[C:8]([C@H:11]1[CH2:16][CH2:15][C@@H:14](OS(C)(=O)=O)[CH2:13][CH2:12]1)([CH3:10])[CH3:9]>CN(C)C=O.O>[CH3:5][O:6][C:7](=[O:22])[C:8]([C@H:11]1[CH2:12][CH2:13][C@H:14]([N:1]=[N+:2]=[N-:3])[CH2:15][CH2:16]1)([CH3:10])[CH3:9] |f:0.1|. The reactants are [N+](=O)([O-])C1=C(C(C(=O)N)=CC=C1)C(=O)[O-].[NH4+] (Ammonium 3-nitrophthalamidate), Cl (HCl), Cl[O-].[Na+] (sodium hypochlorite), [OH-].[Na+] (sodium hydroxide). Run in O (water), O (water). Run at temperature 70 celsius, time 5 minute. Yields the product NC1=C(C(=O)O)C=CC=C1[N+](=O)[O-] (2-Amino-3-nitrobenzoic acid). Reaction SMILES: [N+:1]([C:4]1[CH:12]=[CH:11][CH:10]=[C:6]([C:7](N)=[O:8])[C:5]=1C([O-])=O)([O-:3])=[O:2].[NH4+:16].Cl[O-:18].[Na+].[OH-].[Na+].Cl>O>[NH2:16][C:5]1[C:4]([N+:1]([O-:3])=[O:2])=[CH:12][CH:11]=[CH:10][C:6]=1[C:7]([OH:8])=[O:18] |f:0.1,2.3,4.5|. Procedure details: 22 g (105.2 mmol) of ammonium 3-nitrophthalamidate (1a) were treated with stirring with 165 ml of sodium hypochlorite solution. After 5 minutes, a solution of 8.8 g of sodium hydroxide in 22 ml of water was added and the mixture was then stirred at 70° C. for 1 h. The suspension was poured into 500 ml of water with stirring. The resulting clear solution was acidified with concentrated HCl. The precipitate was filtered off and dried in a desiccator. Yield: 9.68 g (51%).